Dataset: the Open Reaction Database (ORD), a public repository of structured organic reaction records. Task: describe an organic reaction: reactants, conditions, products, and yield Reactants: C1(CCCCC1)N1CCNCC1 (1-cyclohexylpiperazine), CS(=O)(=O)OCC[C@@]1(CN(CC1)C(CC1=C(C=CC=C1F)Cl)=O)C1=CC(=C(C=C1)Cl)Cl.C(C)#N (acetonitrile (R)-3-(2-methanesulfonyloxyethyl)-3-(3,4-dichlorophenyl)-1-[(2-chloro-6-fluorophenyl)acetyl]pyrrolidine). Reported procedure: In 30 ml of acetonitrile (R)-3-(2-methanesulfonyloxyethyl)-3-(3,4-dichlorophenyl)-1-[(2-chloro-6-fluorophenyl)acetyl]pyrrolidine (3.17 g), prepared as described, supra, is mixed with an equimolar amount of 1-cyclohexylpiperazine. The reaction mixture is then heated to reflux and refluxed for about ten hours. The mixture is then concentrated under vacuum and the residue is taken up in methylene chloride and washed with a 3N solution of hydrochloric acid, followed by a wash with brine. The organic... The product is ClC=1C=C(C=CC1Cl)[C@@]1(CN(CC1)C(CC1=C(C=CC=C1F)Cl)=O)CCN1CCN(CC1)C1CCCCC1 ((R)-3-(3,4-dichlorophenyl)-1-[(2-chloro-6-fluorophenyl)acetyl]-3-[2-(4-cyclohexylpiperaz in-1-yl)ethyl]pyrrolidine). Reaction SMILES: [CH:1]1([N:7]2[CH2:12][CH2:11][NH:10][CH2:9][CH2:8]2)[CH2:6][CH2:5][CH2:4][CH2:3][CH2:2]1.CS(O[CH2:18][CH2:19][C@@:20]1([C:36]2[CH:41]=[CH:40][C:39]([Cl:42])=[C:38]([Cl:43])[CH:37]=2)[CH2:24][CH2:23][N:22]([C:25](=[O:35])[CH2:26][C:27]2[C:32]([F:33])=[CH:31][CH:30]=[CH:29][C:28]=2[Cl:34])[CH2:21]1)(=O)=O.C(#N)C>>[Cl:43][C:38]1[CH:37]=[C:36]([C@@:20]2([CH2:19][CH2:18][N:10]3[CH2:11][CH2:12][N:7]([CH:1]4[CH2:6][CH2:5][CH2:4][CH2:3][CH2:2]4)[CH2:8][CH2:9]3)[CH2:24][CH2:23][N:22]([C:25](=[O:35])[CH2:26][C:27]3[C:32]([F:33])=[CH:31][CH:30]=[CH:29][C:28]=3[Cl:34])[CH2:21]2)[CH:41]=[CH:40][C:39]=1[Cl:42] |f:1.2|.